Dataset: the Open Reaction Database (ORD), a public repository of structured organic reaction records. Task: describe an organic reaction: reactants, conditions, products, and yield Starting materials: [BH4-].[Na+] (sodium borohydride), [Cl-].[Al+3].[Cl-].[Cl-] (Aluminum chloride), Cl (hydrochloric acid), OC1=C(C(=CC(=C1OC)OC)C)CCCCCCCCCC(=O)OC (methyl 10-(2-hydroxy-3,4-dimethoxy-6-methylphenyl)decanoate). Run in O1CCCC1 (tetrahydrofuran), O (water), O1CCCC1 (tetrahydrofuran), O (water), O1CCCC1 (tetrahydrofuran). Conditions: temperature 15 celsius. The product is OC1=C(C(=CC(=C1OC)OC)C)CCCCCCCCCCO (10-(2-hydroxy-3,4-dimethoxy-6-methylphenyl)decan-1-ol). Yield: 99.2%. Reaction SMILES: [OH:1][C:2]1[C:7]([O:8][CH3:9])=[C:6]([O:10][CH3:11])[CH:5]=[C:4]([CH3:12])[C:3]=1[CH2:13][CH2:14][CH2:15][CH2:16][CH2:17][CH2:18][CH2:19][CH2:20][CH2:21][C:22](OC)=[O:23].[BH4-].[Na+].[Cl-].[Al+3].[Cl-].[Cl-].Cl>O1CCCC1.O>[OH:1][C:2]1[C:7]([O:8][CH3:9])=[C:6]([O:10][CH3:11])[CH:5]=[C:4]([CH3:12])[C:3]=1[CH2:13][CH2:14][CH2:15][CH2:16][CH2:17][CH2:18][CH2:19][CH2:20][CH2:21][CH2:22][OH:23] |f:1.2,3.4.5.6|. Procedure: In tetrahydrofuran (1.8 l) was dissolved methyl 10-(2-hydroxy-3,4-dimethoxy-6-methylphenyl)decanoate (881 g, 2.5 mol.). To the solution was added a suspension of sodium borohydride (340 g, 9 mol.) in tetrahydrofuran (10.7 l), and the mixture was stirred. To the resulting suspension was added water (75 ml, 4.16 mol.). Aluminum chloride (400 g, 3 mol.) was dissolved in tetrahydrofuran (6.0 l). The solution was added dropwise to the above-mentioned suspension at a given rate in the course of 90 min... Reactants: C(C)(=O)N[C@H](C(=O)O)CC1=CC(=C(C=C1)F)Br ((S)-2-acetylamino-3-(3-bromo-4-fluoro-phenyl)-propionic acid), Cl (HCl). Reaction conditions: temperature 100 celsius. Yields the product Cl.BrC=1C=C(C[C@H](N)C(=O)O)C=CC1F (3-Bromo-4-fluoro-L-phenylalanine hydrochloride). Yield: 86.0%. As a reaction SMILES: C([NH:4][C@@H:5]([CH2:9][C:10]1[CH:15]=[CH:14][C:13]([F:16])=[C:12]([Br:17])[CH:11]=1)[C:6]([OH:8])=[O:7])(=O)C.[ClH:18]>>[ClH:18].[Br:17][C:12]1[CH:11]=[C:10]([CH:15]=[CH:14][C:13]=1[F:16])[CH2:9][C@@H:5]([C:6]([OH:8])=[O:7])[NH2:4] |f:2.3|. Procedure details: A suspension of (S)-2-acetylamino-3-(3-bromo-4-fluoro-phenyl)-propionic acid (2.5 g, 8.2 mmol) in HCl (6.0 M in water, 5.0 mL) was heated at 100° C. for 2 h and then cooled to 0° C. The resulting solid was collected by filtration to give the title phenylalanine as a light tan solid (2.1 g, 86%). MS (ESI+): mass calcd. for C9H9BrFNO2, 261.0; m/z found, 261.8 [M+H]+. 1H NMR (400 MHz, D2O): 7.50 (dd, J=6.6, 2.1, 1H), 7.21 (ddd, J=8.4, 4.7, 2.2, 1H), 7.14 (t, J=8.7, 1H), 3.90 (dd, J=7.7, 5.5, 1H), 3... Starting materials: [Al+3], [H-], [H-], [H-], [H-], [Li+], C1CCOC1, O, O=C(O)c1cccc2cc(-c3ccccc3)oc12. Product: OCc1cccc2cc(-c3ccccc3)oc12. RXN SMILES: [Al+3:20].[H-:19].[H-:22].[H-:23].[H-:24].[Li+:21].[O:26]1[CH2:27][CH2:28][CH2:29][CH2:30]1.[OH2:25].[c:1]1(-[c:7]2[o:8][c:9]3[c:10]([cH:11]2)[cH:12][cH:13][cH:14][c:15]3[C:16](=[O:17])[OH:18])[cH:2][cH:3][cH:4][cH:5][cH:6]1>>[c:1]1(-[c:7]2[o:8][c:9]3[c:10]([cH:11]2)[cH:12][cH:13][cH:14][c:15]3[CH2:16][OH:17])[cH:2][cH:3][cH:4][cH:5][cH:6]1. Reactants: CC(Oc1nc(C(=O)O)ccc1C1CC1)C(F)(F)F, CC(C)CC(N)C(N)=O. Yields the product CC(C)CC(NC(=O)c1ccc(C2CC2)c(OC(C)C(F)(F)F)n1)C(N)=O. As a reaction SMILES: [CH:1]1([c:4]2[cH:5][cH:6][c:7]([C:17](=[O:18])[OH:19])[n:8][c:9]2[O:10][CH:11]([C:12]([F:13])([F:14])[F:15])[CH3:16])[CH2:2][CH2:3]1.[NH2:20][CH:21]([C:22](=[O:23])[NH2:24])[CH2:25][CH:26]([CH3:27])[CH3:28]>>[CH:1]1([c:4]2[cH:5][cH:6][c:7]([C:17](=[O:19])[NH:20][CH:21]([C:22](=[O:23])[NH2:24])[CH2:25][CH:26]([CH3:27])[CH3:28])[n:8][c:9]2[O:10][CH:11]([C:12]([F:13])([F:14])[F:15])[CH3:16])[CH2:2][CH2:3]1.